From a dataset of the Open Reaction Database (ORD), a public repository of structured organic reaction records. describe an organic reaction: reactants, conditions, products, and yield The reactants are step-ii, FC=1C=C(CN2N=CC(=C2)C2=CN(C3=NC=C(C=C32)C3=CC=C(C=N3)N3CCN(CC3)C(=O)OC(C)(C)C)S(=O)(=O)C3=CC=C(C)C=C3)C=CC1 (tert-butyl 4-(6-(3-(1-(3-fluorobenzyl)-1H-pyrazol-4-yl)-1-tosyl-1H-pyrrolo[2,3-b]pyridin-5-yl)pyridin-3-yl)piperazine-1-carboxylate). Run in C(=O)(C(F)(F)F)O.C(Cl)Cl (TFA DCM). Yields the product FC=1C=C(CN2N=CC(=C2)C2=CN(C3=NC=C(C=C32)C3=NC=C(C=C3)N3CCNCC3)S(=O)(=O)C3=CC=C(C)C=C3)C=CC1 (3-(1-(3-fluorobenzyl)-1H-pyrazol-4-yl)-5-(5-(piperazin-1-yl)pyridin-2-yl)-1-tosyl-1H-pyrrolo[2,3-b]pyridine). The yield is 87.4%. RXN SMILES: [F:1][C:2]1[CH:3]=[C:4]([CH:49]=[CH:50][CH:51]=1)[CH2:5][N:6]1[CH:10]=[C:9]([C:11]2[C:19]3[C:14](=[N:15][CH:16]=[C:17]([C:20]4[N:25]=[CH:24][C:23]([N:26]5[CH2:31][CH2:30][N:29](C(OC(C)(C)C)=O)[CH2:28][CH2:27]5)=[CH:22][CH:21]=4)[CH:18]=3)[N:13]([S:39]([C:42]3[CH:48]=[CH:47][C:45]([CH3:46])=[CH:44][CH:43]=3)(=[O:41])=[O:40])[CH:12]=2)[CH:8]=[N:7]1>C(O)(C(F)(F)F)=O.C(Cl)Cl>[F:1][C:2]1[CH:3]=[C:4]([CH:49]=[CH:50][CH:51]=1)[CH2:5][N:6]1[CH:10]=[C:9]([C:11]2[C:19]3[C:14](=[N:15][CH:16]=[C:17]([C:20]4[CH:21]=[CH:22][C:23]([N:26]5[CH2:27][CH2:28][NH:29][CH2:30][CH2:31]5)=[CH:24][N:25]=4)[CH:18]=3)[N:13]([S:39]([C:42]3[CH:48]=[CH:47][C:45]([CH3:46])=[CH:44][CH:43]=3)(=[O:41])=[O:40])[CH:12]=2)[CH:8]=[N:7]1 |f:1.2|. Reported procedure: Using similar reaction conditions as described in step-ii of example-7, tert-butyl 4-(6-(3-(1-(3-fluorobenzyl)-1H-pyrazol-4-yl)-1-tosyl-1H-pyrrolo[2,3-b]pyridin-5-yl)pyridin-3-yl)piperazine-1-carboxylate (800 mg, 1.130 mmol) was deprotected in TFA/DCM (3/10 ml) to afford 600 mg (87.4% yield) of the titled compound. MS: m/z=608.2 (M+1). Reactants: O=C([O-])[O-], CC#N, BrC1CCCC1, CCOC(=O)Nc1cc(O)c(Cl)cc1F, [K+], [K+]. The product is CCOC(=O)Nc1cc(OC2CCCC2)c(Cl)cc1F. Reaction SMILES: [C:16](=[O:17])([O-:18])[O-:19].[CH3:28][C:29]#[N:30].[CH:22]1([Br:27])[CH2:23][CH2:24][CH2:25][CH2:26]1.[F:1][c:2]1[c:3]([NH:10][C:11]([O:12][CH2:13][CH3:14])=[O:15])[cH:4][c:5]([OH:9])[c:6]([Cl:8])[cH:7]1.[K+:20].[K+:21]>>[F:1][c:2]1[c:3]([NH:10][C:11]([O:12][CH2:13][CH3:14])=[O:15])[cH:4][c:5]([O:9][CH:22]2[CH2:23][CH2:24][CH2:25][CH2:26]2)[c:6]([Cl:8])[cH:7]1. Reactants: CC(C)(C1=CC(=CC=C1)C(C)(C)N=C=O)N=C=O (m-tetramethylxylene diisocyanate), COC1=CC=C(O)C=C1 (hydroquinone monomethyl ether), 295, C(C(=C)C)(=O)OCC(C)O (2-hydroxypropyl methacrylate), C(CCCCCCCCCCC)(=O)[O-].C(CCCCCCCCCCC)(=O)[O-].C(CCC)[Sn+2] (n-butyl tin dilaurate), C(C)OC=1C(=C(C=CC1)S(=O)(=O)C1=C(C(=CC=C1)OCC)OCC)OCC (bis(diethoxyphenyl)sulfone). Conditions: temperature 60 celsius, time 2 hour. The product is C(C(=C)C)(=O)O.C(C(=C)C)(=O)O.NC(=O)OCC (urethane dimethacrylate). As a reaction SMILES: CC(N=C=O)(C1C=CC=C(C([N:13]=C=O)(C)C)C=1)C.COC1C=CC(O)=CC=1.[C:28]([O:33][CH2:34][CH:35](O)C)(=[O:32])[C:29]([CH3:31])=[CH2:30].C([O-])(=O)CCCCCCCCCCC.C([O-])(=O)CCCCCCCCCCC.C([Sn+2])CCC.C(OC1C(OCC)=C(S(C2C=CC=C(OCC)C=2OCC)(=O)=O)C=CC=1)C>>[C:28]([OH:33])(=[O:32])[C:29]([CH3:31])=[CH2:30].[C:28]([OH:33])(=[O:32])[C:29]([CH3:31])=[CH2:30].[NH2:13][C:28]([O:33][CH2:34][CH3:35])=[O:32] |f:3.4.5,7.8.9,^1:66|. Procedure details: 488 Parts of m-tetramethylxylene diisocyanate and 0.3 part of hydroquinone monomethyl ether were charged in a three necked flask and thereto was added dropwise a mixture of 295 parts of 2-hydroxypropyl methacrylate and 0.3 part of n-butyl tin dilaurate over a period of 3 hours at 60° C. with stirring. After completion of the addition, reaction was further allowed to proceed for 2 hours at 70° C., followed by cooling at 60° C. To the reaction mixture was added dropwise 426 parts of bis(diethoxyph... The reactants are Cl.COC1=C(C=2CC3C(CNC3)C2C=C1)OC (6,7-Dimethoxy-1,2,3,3a,8,8a-hexahydro-indeno[1,2-c]pyrrole hydrochloride), B(Br)(Br)Br (BBr3), C(CC)(=O)[NH-] (N-propionyl amide), amine. Product: Br.C(CC)N1CC2C(C1)CC=1C(=C(C=CC12)O)O (2-Propyl-1,2,3,3a,8,8a-hexahydro-indeno[1,2-c]pyrrole-6,7-diol hydrobromide). Isolated yield 92.0%. Reaction SMILES: Cl.C[O:3][C:4]1[CH:15]=[CH:14][C:13]2[CH:9]3[CH2:10][NH:11][CH2:12][CH:8]3[CH2:7][C:6]=2[C:5]=1[O:16]C.[C:18]([NH-])(=O)[CH2:19][CH3:20].B(Br)(Br)[Br:24]>>[BrH:24].[CH2:18]([N:11]1[CH2:12][CH:8]2[CH2:7][C:6]3[C:5]([OH:16])=[C:4]([OH:3])[CH:15]=[CH:14][C:13]=3[CH:9]2[CH2:10]1)[CH2:19][CH3:20] |f:0.1,4.5|. Procedure: The compound of Example 6 (4.00 g.) was converted in 92% yield to the N-propionyl amide by the method of Example 10. This was reduced to the amine in 65% yield by the method in Example 11 and this was demethylated with BBr3 by the method of Example 7 in 80% yield to give the desired product, m.p. 192°-195° C. Reactants: C(CC)O (n-Propanol), Cl.C(C)ON (ethoxyamine hydrochloride), CN1N=CC=C1C(=O)C1=C(C=CC=C1)COC1=C(C=CC(=C1)C)C (2-(2,5-dimethylphenoxy-methyl)phenyl 1-methylpyrazol-5-yl ketone). Run in O (water). Yields the product C(C)ON=C(C1=C(C=CC=C1)COC1=C(C=CC(=C1)C)C)C1=CC=NN1C (2-(2,5-dimethylphenoxymethyl)phenyl 1-methylpyrazol-5-yl ketone O-ethyloxime). The yield is 45.9%. Reaction SMILES: C(O)CC.Cl.[CH2:6]([O:8][NH2:9])[CH3:7].[CH3:10][N:11]1[C:15]([C:16]([C:18]2[CH:23]=[CH:22][CH:21]=[CH:20][C:19]=2[CH2:24][O:25][C:26]2[CH:31]=[C:30]([CH3:32])[CH:29]=[CH:28][C:27]=2[CH3:33])=O)=[CH:14][CH:13]=[N:12]1>O>[CH2:6]([O:8][N:9]=[C:16]([C:15]1[N:11]([CH3:10])[N:12]=[CH:13][CH:14]=1)[C:18]1[CH:23]=[CH:22][CH:21]=[CH:20][C:19]=1[CH2:24][O:25][C:26]1[CH:31]=[C:30]([CH3:32])[CH:29]=[CH:28][C:27]=1[CH3:33])[CH3:7] |f:1.2|. Procedure: n-Propanol (2 ml) and ethoxyamine hydrochloride (0.18 g, 1.8 mmol) were added to 2-(2,5-dimethylphenoxy-methyl)phenyl 1-methylpyrazol-5-yl ketone (0.20 g, 0.6 mmol), and the mixture was stirred under reflux for 3 days. After completion of the reaction, water (100 ml) was added, and the mixture was extracted with dichloromethane. The dichloromethane layer was dried over anhydrous magnesium sulfate and concentrated under reduced pressure, and the residue was purified by silica gel chromatography (... The reactants are [Si](C)(C)(C(C)(C)C)Cl (tert-Butyldimethylsilyl chloride), N1C=NC=C1 (imidazole), BrC1=CC=C(SC[C@@H](CCC=2C=NC=CC2)O)C=C1 ((2R)-1-(4-bromothiophenoxy)-4-(pyridin-3-yl)-2-butanol), ClCCl (dichloromethane). Reaction conditions: time 8 hour. Product: BrC1=CC=C(S[C@H](C)C(CC=2C=NC=CC2)O[Si](C)(C)C(C)(C)C)C=C1 ((2R)-2-(4-Bromothiophenoxy)-3-tert-butyldimethylsilyloxy-4-(pyridin-3-yl)butane). Reaction SMILES: [Si:1](Cl)([C:4]([CH3:7])([CH3:6])[CH3:5])([CH3:3])[CH3:2].[NH:9]1C=CN=[CH:10]1.[Br:14][C:15]1[CH:32]=[CH:31][C:18]([S:19][CH2:20][C@H:21]([OH:30])[CH2:22][CH2:23][C:24]2C=NC=[CH:28][CH:29]=2)=[CH:17][CH:16]=1.Cl[CH2:34]Cl>>[Br:14][C:15]1[CH:16]=[CH:17][C:18]([S:19][C@@H:20]([CH:21]([O:30][Si:1]([C:4]([CH3:7])([CH3:6])[CH3:5])([CH3:3])[CH3:2])[CH2:22][C:23]2[CH:10]=[N:9][CH:28]=[CH:29][CH:24]=2)[CH3:34])=[CH:31][CH:32]=1. Procedure: tert-Butyldimethylsilyl chloride (0.452 g), followed by imidazole (0.408 g) were added to a solution of (2R)-1-(4-bromothiophenoxy)-4-(pyridin-3-yl)-2-butanol (Example 41a), 0.67 g) in anhydrous dichloromethane (20 ml), under an inert atmosphere. The mixture was stirred overnight at room temperature. The precipitate was filtered off and the filtrate was concentrated under reduced pressure. The residue was purified by column chromatography over silica eluting with hexane:ethyl acetate (1:9 to 1:1... The reactants are [Cl-].[NH4+] (ammonium chloride), CSC(C(=O)OC)C=1SC=CC1 (Methyl α-methylthio(2-thienyl)acetate), CI (Methyl iodide), [H-].[Na+] (sodium hydride). Run in CS(=O)C (dimethyl sulfoxide). Conditions: temperature 20 celsius, time 30 minute. Product: CSC(C(=O)OC)(C)C=1SC=CC1 (methyl α-methylthio-α-(2-thienyl)propionate). The yield is 91.0%. Reaction SMILES: [CH3:1][S:2][CH:3]([C:8]1[S:9][CH:10]=[CH:11][CH:12]=1)[C:4]([O:6][CH3:7])=[O:5].[H-].[Na+].[CH3:15]I.[Cl-].[NH4+]>CS(C)=O>[CH3:1][S:2][C:3]([C:8]1[S:9][CH:10]=[CH:11][CH:12]=1)([CH3:15])[C:4]([O:6][CH3:7])=[O:5] |f:1.2,4.5|. Procedure: Methyl α-methylthio(2-thienyl)acetate (1.446 g) was dissolved in 8 ml of anhydrous dimethyl sulfoxide, and while cooling, at 20° C., 290 mg (65% content) of sodium hydride was added. When the mixture was stirred for 30 minutes, the reaction solution turned bluish violet. Methyl iodide (0.60 ml) was added to it over the course of 3 minutes, and the mixture was stirred at 20° C. for 1.5 hours, whereupon the bluish violet color gradually vanished. An aqueous solution of ammonium chloride (0.40 g/30... Reactants: FC1=C(C=CC=C1)N1C[C@H]([C@H](C1=O)NC(=O)C1=CC2=CC=CC=C2C=C1)C(=O)OC(C)(C)C (1,1-Dimethylethyl cis-1-(2-fluorophenyl)-4-[(2-naphthalenylcarbonyl)amino]-5-oxo-3-pyrrolidinecarboxylate). Solvent: FC(C(=O)O)(F)F (trifluoroacetic acid). Run at time 18 hour. The product is FC1=C(C=CC=C1)N1C[C@H]([C@H](C1=O)NC(=O)C1=CC2=CC=CC=C2C=C1)C(=O)O (cis-1-(2-Fluorophenyl)-4-[(2-naphthalenylcarbonyl]amino]-5-oxo-3-pyrrolidinecarboxylic acid). Isolated yield 53.9%. RXN SMILES: [F:1][C:2]1[CH:7]=[CH:6][CH:5]=[CH:4][C:3]=1[N:8]1[C:12](=[O:13])[C@H:11]([NH:14][C:15]([C:17]2[CH:26]=[CH:25][C:24]3[C:19](=[CH:20][CH:21]=[CH:22][CH:23]=3)[CH:18]=2)=[O:16])[C@H:10]([C:27]([O:29]C(C)(C)C)=[O:28])[CH2:9]1>FC(F)(F)C(O)=O>[F:1][C:2]1[CH:7]=[CH:6][CH:5]=[CH:4][C:3]=1[N:8]1[C:12](=[O:13])[C@H:11]([NH:14][C:15]([C:17]2[CH:26]=[CH:25][C:24]3[C:19](=[CH:20][CH:21]=[CH:22][CH:23]=3)[CH:18]=2)=[O:16])[C@H:10]([C:27]([OH:29])=[O:28])[CH2:9]1. Procedure: The tert-butyl ester of Example 20 (388 mg, 0.865 mmol) was dissolved in 3 ml of trifluoroacetic acid and stirred for 18 h at room temperature. Concentration in vacuo gave a solid which was chromatographed on a silica gel chromatotron plate (4 mm) eluting with 3/1/96 EtOH/CH2Cl2 /HOAc to give the title compound (183 mg, 54%) as a solid. Anal calcd for C22H17N2O4F. H2O: C, 66.40; H, 4.67; N, 6.83. Found C, 64.55; H, 4.42; N, 6.71. MS calcd for C22H17N2O4F 392, found 392. DSC=182.9°-185.2° C.@94.1... Procedure details: Prepared as described in general procedures (H) and (I) using 1-(1-butyryl-piperidin-4-yl)-1-(trans-4-methyl-cyclohexyl)-3-(5-thiocyanato-thiazol-2-yl)-urea, dithioerythritol and 2-(hexamethyleneimino)ethylchloride Product: N1(CCCCCC1)CCSC1=CN=C(S1)NC(N([C@@H]1CC[C@H](CC1)C)C1CCN(CC1)C(CCC)=O)=O (3-[5-(2-Azepan-1-yl-ethylsulfanyl)-thiazol-2-yl]-1-(1-butyryl-piperidin-4-yl)-1-(trans-4-methyl-cyclohexyl)-urea). Reaction SMILES: [C:1]([N:6]1[CH2:11][CH2:10][CH:9]([N:12]([C@H:24]2[CH2:29][CH2:28][C@H:27]([CH3:30])[CH2:26][CH2:25]2)[C:13]([NH:15][C:16]2[S:17][C:18]([S:21]C#N)=[CH:19][N:20]=2)=[O:14])[CH2:8][CH2:7]1)(=[O:5])[CH2:2][CH2:3][CH3:4].SC[C@@H]([C@@H](CS)O)O.[N:39](=[CH:47][CH2:48]Cl)[CH2:40][CH2:41][CH2:42][CH2:43][CH2:44][CH2:45]Cl>>[N:39]1([CH2:47][CH2:48][S:21][C:18]2[S:17][C:16]([NH:15][C:13](=[O:14])[N:12]([CH:9]3[CH2:8][CH2:7][N:6]([C:1](=[O:5])[CH2:2][CH2:3][CH3:4])[CH2:11][CH2:10]3)[C@H:24]3[CH2:29][CH2:28][C@H:27]([CH3:30])[CH2:26][CH2:25]3)=[N:20][CH:19]=2)[CH2:45][CH2:44][CH2:43][CH2:42][CH2:41][CH2:40]1. Starting materials: ( I ), N(CCCCCCCl)=CCCl (2-(hexamethyleneimino)ethylchloride), C(CCC)(=O)N1CCC(CC1)N(C(=O)NC=1SC(=CN1)SC#N)[C@@H]1CC[C@H](CC1)C (1-(1-butyryl-piperidin-4-yl)-1-(trans-4-methyl-cyclohexyl)-3-(5-thiocyanato-thiazol-2-yl)-urea), SC[C@H](O)[C@H](O)CS (dithioerythritol). The reactants are C(C)OC1=NC=C(C=C1C=1NC(C=2C(N1)=C(N(N2)CC2=NC=CC=C2)CC)=O)S(=O)(=O)N2CCN(CC2)CC (5-[2-Ethoxy-5-(4-ethylpiperazin-1-ylsulphonyl)pyridin-3-yl]-3-ethyl-2-(pyridin-2-yl)methyl-2,6-dihydro-7H-pyrazolo[4,3-d]pyrimidin-7-one), C(C)OCCO (2-ethoxyethanol), C[Si](C)(C)[N-][Si](C)(C)C.[K+] (potassium bis(trimethylsilyl)amide), C(C)OCCO (2-ethoxyethanol). Reaction conditions: temperature 90 celsius, time 18 hour. The product is C(C)OCCOC1=NC=C(C=C1C=1NC(C=2C(N1)=C(N(N2)CC2=NC=CC=C2)CC)=O)S(=O)(=O)N2CCN(CC2)CC (5-[2-(2-Ethoxyethoxy)-5-(4-ethylpiperazin-1-ylsulphonyl)pyridin-3-yl]-3-ethyl-2-(pyridin-2-yl)methyl-2,6-dihydro-7H-pyrazolo[4,3-d]pyrimidin-7-one). The yield is 68.0%. As a reaction SMILES: C[Si]([N-][Si](C)(C)C)(C)C.[K+].[CH2:11]([O:13][C:14]1[C:19]([C:20]2[NH:21][C:22](=[O:38])[C:23]3[C:24](=[C:26]([CH2:36][CH3:37])[N:27]([CH2:29][C:30]4[CH:35]=[CH:34][CH:33]=[CH:32][N:31]=4)[N:28]=3)[N:25]=2)=[CH:18][C:17]([S:39]([N:42]2[CH2:47][CH2:46][N:45]([CH2:48][CH3:49])[CH2:44][CH2:43]2)(=[O:41])=[O:40])=[CH:16][N:15]=1)[CH3:12].[CH2:50]([O:52]CCO)[CH3:51]>>[CH2:50]([O:52][CH2:12][CH2:11][O:13][C:14]1[C:19]([C:20]2[NH:21][C:22](=[O:38])[C:23]3[C:24](=[C:26]([CH2:36][CH3:37])[N:27]([CH2:29][C:30]4[CH:35]=[CH:34][CH:33]=[CH:32][N:31]=4)[N:28]=3)[N:25]=2)=[CH:18][C:17]([S:39]([N:42]2[CH2:47][CH2:46][N:45]([CH2:48][CH3:49])[CH2:44][CH2:43]2)(=[O:40])=[O:41])=[CH:16][N:15]=1)[CH3:51] |f:0.1|. Reported procedure: A stirred mixture of potassium bis(trimethylsilyl)amide (434 mg, 2.2 mmol) and 2-ethoxyethanol (2 ml) was heated at 90° C. for 30 minutes, then allowed to cool. A solution of the title compound of Example 1 (153 mg, 0.27 mmol) in 2-ethoxyethanol (2 ml) was added and the reaction mixture stirred at 110° C. for 18 hours, then allowed to cool. The resulting mixture was evaporated under reduced pressure and the residual, brown oil purified by column chromatography on silica gel, using dichloromethan...